Dataset: the Open Reaction Database (ORD), a public repository of structured organic reaction records. Task: describe an organic reaction: reactants, conditions, products, and yield Reactants: O=C([O-])O, ClCCl, CC(C)(C)c1cc[nH]n1, CCN(C(C)C)C(C)C, [Na+], O=C1C(O)SCN1c1cccc(C(F)(F)F)c1, O=S(Cl)Cl. The product is CC(C)(C)c1ccn(C2SCN(c3cccc(C(F)(F)F)c3)C2=O)n1. As a reaction SMILES: [C:40](=[O:41])([OH:42])[O-:43].[CH2:45]([Cl:46])[Cl:47].[CH3:5][C:6]([CH3:7])([CH3:8])[c:9]1[n:10][nH:11][cH:12][cH:13]1.[CH:14]([N:15]([CH2:16][CH3:17])[CH:18]([CH3:19])[CH3:20])([CH3:21])[CH3:22].[Na+:44].[OH:23][CH:24]1[C:25](=[O:39])[N:26]([c:29]2[cH:30][c:31]([C:35]([F:36])([F:37])[F:38])[cH:32][cH:33][cH:34]2)[CH2:27][S:28]1.[S:1]([Cl:2])([Cl:3])=[O:4]>>[CH3:5][C:6]([CH3:7])([CH3:8])[c:9]1[n:10][n:11]([CH:24]2[C:25](=[O:39])[N:26]([c:29]3[cH:30][c:31]([C:35]([F:36])([F:37])[F:38])[cH:32][cH:33][cH:34]3)[CH2:27][S:28]2)[cH:12][cH:13]1.